describe an organic reaction: reactants, conditions, products, and yield From a dataset of the Open Reaction Database (ORD), a public repository of structured organic reaction records. Starting materials: C(C)(=O)OCCCN1C(=NC=2C=NC=3C=C(C=CC3C21)Br)S(=O)(=O)C (3-[7-bromo-2-(methylsulfonyl)-1H-imidazo[4,5-c]quinolin-1-yl]propyl acetate), [OH-].[Na+] (NaOH), [OH-].[Na+] (NaOH), [OH-].[Na+] (NaOH). Run in O (water). Run at time 72 hour. Product: BrC1=CC=C2C3=C(C=NC2=C1)N=C1N3CCCO1 (3-bromo-10,11-dihydro-9H-[1,3]oxazino[3′,2′:1,2]imidazo[4,5-c]quinoline). Yield: 30.5%. Reaction SMILES: C([O:4][CH2:5][CH2:6][CH2:7][N:8]1[C:20]2[C:19]3[CH:18]=[CH:17][C:16]([Br:21])=[CH:15][C:14]=3[N:13]=[CH:12][C:11]=2[N:10]=[C:9]1S(C)(=O)=O)(=O)C.[OH-].[Na+]>O>[Br:21][C:16]1[CH:15]=[C:14]2[C:19]([C:20]3[N:8]4[CH2:7][CH2:6][CH2:5][O:4][C:9]4=[N:10][C:11]=3[CH:12]=[N:13]2)=[CH:18][CH:17]=1 |f:1.2|. Procedure: To a round-bottomed flask containing 3-[7-bromo-2-(methylsulfonyl)-1H-imidazo[4,5-c]quinolin-1-yl]propyl acetate (15.7 g, 36.8 mmol) was added 2 N NaOH (300 mL) and the reaction was stirred at ambient temperature for 72 h. To the stirred reaction mixture was added additional 2 N NaOH (80 mL) and after 2 h more 2 N NaOH (100 mL) was added. After 1 h the reaction was diluted with water (1.1 L) and transferred to a separatory funnel. The aqueous layer was extracted with dichloromethane (3×800 mL). ... Procedure details: 4-(3,4-dihydroquinolin-1(2H)-ylsulfonyl)benzoic acid (1) (100 mg, 0.32 mmol) was treated with 4-aminopyridine (25 mg, 0.26 mmol) using method C. The residue was purified using flash chromatography eluting with 10-50 EtOAc in dichloromethane. The resulting solid was triturated with dichloromethane/hexanes to give 4-(3,4-dihydroquinolin-1(2H)-ylsulfonyl)-N-(pyridin-4-yl)benzamide as a white solid. Yield: 41 mg (40%). 1H-NMR: 10.79 (s, 1H), 8.50-8.47 (m, 2H), 8.06 (d, J=8.5 Hz, 2H), 7.79-7.73 (m, 4... Reactants: N1(CCCC2=CC=CC=C12)S(=O)(=O)C1=CC=C(C(=O)O)C=C1 (4-(3,4-dihydroquinolin-1(2H)-ylsulfonyl)benzoic acid), NC1=CC=NC=C1 (4-aminopyridine). Product: N1(CCCC2=CC=CC=C12)S(=O)(=O)C1=CC=C(C(=O)NC2=CC=NC=C2)C=C1 (4-(3,4-dihydroquinolin-1(2H)-ylsulfonyl)-N-(pyridin-4-yl)benzamide). As a reaction SMILES: [N:1]1([S:11]([C:14]2[CH:22]=[CH:21][C:17]([C:18]([OH:20])=O)=[CH:16][CH:15]=2)(=[O:13])=[O:12])[C:10]2[C:5](=[CH:6][CH:7]=[CH:8][CH:9]=2)[CH2:4][CH2:3][CH2:2]1.[NH2:23][C:24]1[CH:29]=[CH:28][N:27]=[CH:26][CH:25]=1>>[N:1]1([S:11]([C:14]2[CH:15]=[CH:16][C:17]([C:18]([NH:23][C:24]3[CH:29]=[CH:28][N:27]=[CH:26][CH:25]=3)=[O:20])=[CH:21][CH:22]=2)(=[O:12])=[O:13])[C:10]2[C:5](=[CH:6][CH:7]=[CH:8][CH:9]=2)[CH2:4][CH2:3][CH2:2]1. The reactants are CS(C)=O, O=C(O)c1cc(F)cnc1Cl, Oc1cc(Cl)ccc1Cl, Oc1cccc(C(F)(F)F)c1. Yields the product O=C(O)c1cc(F)cnc1Oc1cc(Cl)ccc1Cl. Reaction SMILES: [CH3:32][S:33]([CH3:34])=[O:35].[Cl:1][c:2]1[c:3]([C:4](=[O:5])[OH:6])[cH:7][c:8]([F:11])[cH:9][n:10]1.[Cl:23][c:24]1[c:25]([OH:31])[cH:26][c:27]([Cl:30])[cH:28][cH:29]1.[F:12][C:13]([F:14])([F:15])[c:16]1[cH:17][c:18]([OH:19])[cH:20][cH:21][cH:22]1>>[c:2]1([O:31][c:25]2[c:24]([Cl:23])[cH:29][cH:28][c:27]([Cl:30])[cH:26]2)[c:3]([C:4](=[O:5])[OH:6])[cH:7][c:8]([F:11])[cH:9][n:10]1. Reaction conditions: temperature 25 celsius, time 18 hour. RXN SMILES: [CH:1]([C:4]1[N:26]=[C:7]2[CH:8]=[C:9]([NH:12][C:13]([C:15]3[N:19]([CH3:20])[N:18]=[CH:17][C:16]=3[C:21]([O:23]CC)=[O:22])=[O:14])[CH:10]=[CH:11][N:6]2[N:5]=1)([CH3:3])[CH3:2].O.[OH-].[Li+]>CO.O>[CH:1]([C:4]1[N:26]=[C:7]2[CH:8]=[C:9]([NH:12][C:13]([C:15]3[N:19]([CH3:20])[N:18]=[CH:17][C:16]=3[C:21]([OH:23])=[O:22])=[O:14])[CH:10]=[CH:11][N:6]2[N:5]=1)([CH3:3])[CH3:2] |f:1.2.3|. Procedure: A mixture of ethyl 5-(2-isopropyl-[1,2,4]triazolo[1,5-a]pyridin-7-ylcarbamoyl)-1-methyl-1H-pyrazole-4-carboxylate (330 mg, 926 μmol) and lithium hydroxide monohydrate (155 mg, 3.7 mmol) in methanol (6 ml) and water (2 ml) is stirred for 18 hours at 25° C. The solvents are evaporated, the white residue is dissolved in water and acidified with 37% aqueous hydrochloric acid. The precipitated white solid is collected by filtration, washed with water and dried affording 5-(2-isopropyl-[1,2,4]triazolo... The product is C(C)(C)C1=NN2C(C=C(C=C2)NC(=O)C2=C(C=NN2C)C(=O)O)=N1 (5-(2-isopropyl-[1,2,4]triazolo[1,5-a]pyridin-7-ylcarbamoyl)-1-methyl-1H-pyrazole-4-carboxylic acid). Solvent: CO (methanol), O (water). Isolated yield 93.7%. Starting materials: C(C)(C)C1=NN2C(C=C(C=C2)NC(=O)C2=C(C=NN2C)C(=O)OCC)=N1 (ethyl 5-(2-isopropyl-[1,2,4]triazolo[1,5-a]pyridin-7-ylcarbamoyl)-1-methyl-1H-pyrazole-4-carboxylate), O.[OH-].[Li+] (lithium hydroxide monohydrate).